This data is from the Open Reaction Database (ORD), a public repository of structured organic reaction records. The task is: describe an organic reaction: reactants, conditions, products, and yield Starting materials: ClC=1C2=C(N=C(N1)C)SC(=C2)C2CCCCC2 (4-chloro-6-cyclohexyl-2-methylthieno[2,3-d]pyrimidine), C1CN2CCN1CC2 (DABCO), CS(=O)C (DMSO), [C-]#N.[K+] (KCN). Solvent: O (water). Procedure: To a mixture of 4-chloro-6-cyclohexyl-2-methylthieno[2,3-d]pyrimidine (27.3 g), DABCO (1.2 g) and DMSO (150 mL) was slowly added an aqueous solution (14 mL) of KCN (8 g), followed by stirring at room temperature for 15 hours. To the reaction mixture was added water (150 mL) under ice-cooling, followed by stirring. The precipitate was collected by filtration and dissolved in chloroform. To the organic layer were added MgSO4, activated carbon (2 g), and basic silica gel (100 mL), followed by stirr... Reaction conditions: time 15 hour. Reaction SMILES: Cl[C:2]1[C:3]2[CH:11]=[C:10]([CH:12]3[CH2:17][CH2:16][CH2:15][CH2:14][CH2:13]3)[S:9][C:4]=2[N:5]=[C:6]([CH3:8])[N:7]=1.C1N2CC[N:20](CC2)[CH2:19]1.CS(C)=O.[C-]#N.[K+]>O>[CH:12]1([C:10]2[S:9][C:4]3[N:5]=[C:6]([CH3:8])[N:7]=[C:2]([C:19]#[N:20])[C:3]=3[CH:11]=2)[CH2:17][CH2:16][CH2:15][CH2:14][CH2:13]1 |f:3.4|. The product is C1(CCCCC1)C1=CC2=C(N=C(N=C2C#N)C)S1 (6-cyclohexyl-2-methylthieno[2,3-d]pyrimidine-4-carbonitrile). Isolated yield 860.8%. Starting materials: CN(C)C=O, Cc1nc(Oc2ccccc2)c2nc(C)n(CCCCCCl)c2c1C, [H-], [Na+], Sc1ccccc1. The product is Cc1nc(Oc2ccccc2)c2nc(C)n(CCCCCSc3ccccc3)c2c1C. RXN SMILES: [CH3:35][N:36]([CH3:37])[CH:38]=[O:39].[Cl:10][CH2:11][CH2:12][CH2:13][CH2:14][CH2:15][n:16]1[c:17]([CH3:34])[n:18][c:19]2[c:20]([O:27][c:28]3[cH:29][cH:30][cH:31][cH:32][cH:33]3)[n:21][c:22]([CH3:26])[c:23]([CH3:25])[c:24]12.[H-:8].[Na+:9].[SH:1][c:2]1[cH:3][cH:4][cH:5][cH:6][cH:7]1>>[S:1]([c:2]1[cH:3][cH:4][cH:5][cH:6][cH:7]1)[CH2:11][CH2:12][CH2:13][CH2:14][CH2:15][n:16]1[c:17]([CH3:34])[n:18][c:19]2[c:20]([O:27][c:28]3[cH:29][cH:30][cH:31][cH:32][cH:33]3)[n:21][c:22]([CH3:26])[c:23]([CH3:25])[c:24]12. The reactants are BrC=1C(=NC=C(N1)C1CC(CCC1)O[Si](C)(C)C(C)(C)C)N (3-bromo-5-(3-((tert-butyldimethylsilyl)oxy)cyclohexyl)pyrazin-2-amine), C(C1=CC=CC=C1)NC(=O)C1=C(C=C(C=C1)B(O)O)F ((4-(benzylcarbamoyl)-3-fluorophenyl)boronic acid), COCCOC (DME), C(=O)([O-])[O-].[Na+].[Na+] (Na2CO3). The reagents and catalysts are C1=CC=C(C=C1)P([C-]2C=CC=C2)C3=CC=CC=C3.C1=CC=C(C=C1)P([C-]2C=CC=C2)C3=CC=CC=C3.Cl[Pd]Cl.[Fe+2].C(Cl)Cl (PdCl2(dppf) DCM). The solvent is CCOC(=O)C (EtOAc). Conditions: temperature 120 celsius. The product is NC=1C(=NC(=CN1)C1CC(CCC1)O[Si](C)(C)C(C)(C)C)C1=CC(=C(C(=O)NCC2=CC=CC=C2)C=C1)F (4-(3-amino-6-(3-((tert-butyldimethylsilyl)oxy)cyclohexyl)pyrazin-2-yl)-N-benzyl-2-fluorobenzamide). RXN SMILES: Br[C:2]1[C:3]([NH2:22])=[N:4][CH:5]=[C:6]([CH:8]2[CH2:13][CH2:12][CH2:11][CH:10]([O:14][Si:15]([C:18]([CH3:21])([CH3:20])[CH3:19])([CH3:17])[CH3:16])[CH2:9]2)[N:7]=1.[CH2:23]([NH:30][C:31]([C:33]1[CH:38]=[CH:37][C:36](B(O)O)=[CH:35][C:34]=1[F:42])=[O:32])[C:24]1[CH:29]=[CH:28][CH:27]=[CH:26][CH:25]=1.COCCOC.C([O-])([O-])=O.[Na+].[Na+]>CCOC(C)=O.C1C=CC(P(C2C=CC=CC=2)[C-]2C=CC=C2)=CC=1.C1C=CC(P(C2C=CC=CC=2)[C-]2C=CC=C2)=CC=1.Cl[Pd]Cl.[Fe+2].C(Cl)Cl>[NH2:22][C:3]1[C:2]([C:36]2[CH:37]=[CH:38][C:33]([C:31]([NH:30][CH2:23][C:24]3[CH:25]=[CH:26][CH:27]=[CH:28][CH:29]=3)=[O:32])=[C:34]([F:42])[CH:35]=2)=[N:7][C:6]([CH:8]2[CH2:13][CH2:12][CH2:11][CH:10]([O:14][Si:15]([C:18]([CH3:21])([CH3:20])[CH3:19])([CH3:17])[CH3:16])[CH2:9]2)=[CH:5][N:4]=1 |f:3.4.5,7.8.9.10.11|. Reported procedure: To 3-bromo-5-(3-((tert-butyldimethylsilyl)oxy)cyclohexyl)pyrazin-2-amine (68 mg, 0.176 mmol) in 2 mL MW vial was added (4-(benzylcarbamoyl)-3-fluorophenyl)boronic acid (72.1 mg, 0.264 mmol), PdCl2(dppf)-DCM (12.88 mg, 0.018 mmol), DME (1.32 mL) and 2M Na2CO3 solution (0.44 mL). The reaction mixture was heated at microwave synthesizer (12 min, 120° C.). The reaction mixture was diluted with EtOAc and washed with water three times, dried over Na2SO4, filtered and concentrated. The crude product wa...